Task: describe an organic reaction: reactants, conditions, products, and yield. Dataset: the Open Reaction Database (ORD), a public repository of structured organic reaction records Reactants: CN1CCCC1=O (NMP), C(C1=CC=CC=C1)N1N=C(N=C1C1=CC=C(C=C1)F)N (1-benzyl-5-(4-fluorophenyl)-1H-1,2,4-triazol-3-amine), FC1=CC=C(C=C1)C=1OC(C(N1)(C)C)=O (2-(4-fluorophenyl)-4,4-dimethyloxazol-5(4H)-one). The solvent is CCOC(=O)C (EtOAc). Reaction conditions: time 2.5 hour. The product is C(C1=CC=CC=C1)N1N=C(N=C1C1=CC=C(C=C1)F)NC(=O)C(C)(C)NC(C1=CC=C(C=C1)F)=O (N-{1-[1-Benzyl-5-(4-fluoro-phenyl)-1H-[1,2,4]triazol-3-ylcarbamoyl]-1-methyl-ethyl}-4-fluoro-benzamide). RXN SMILES: CN1C(=O)CCC1.[CH2:8]([N:15]1[C:19]([C:20]2[CH:25]=[CH:24][C:23]([F:26])=[CH:22][CH:21]=2)=[N:18][C:17]([NH2:27])=[N:16]1)[C:9]1[CH:14]=[CH:13][CH:12]=[CH:11][CH:10]=1.[F:28][C:29]1[CH:34]=[CH:33][C:32]([C:35]2[O:36][C:37](=[O:42])[C:38]([CH3:41])([CH3:40])[N:39]=2)=[CH:31][CH:30]=1>CCOC(C)=O>[CH2:8]([N:15]1[C:19]([C:20]2[CH:25]=[CH:24][C:23]([F:26])=[CH:22][CH:21]=2)=[N:18][C:17]([NH:27][C:37]([C:38]([NH:39][C:35](=[O:36])[C:32]2[CH:31]=[CH:30][C:29]([F:28])=[CH:34][CH:33]=2)([CH3:41])[CH3:40])=[O:42])=[N:16]1)[C:9]1[CH:14]=[CH:13][CH:12]=[CH:11][CH:10]=1. Procedure: To a 5 mL Biotage microwave vial were added NMP (1 ml), 1-benzyl-5-(4-fluorophenyl)-1H-1,2,4-triazol-3-amine (150 mg, 0.559 mmol), 2-(4-fluorophenyl)-4,4-dimethyloxazol-5(4H)-one (116 mg, 0.559 mmol,), under N2. Then it was placed in 100° C. oil bath and stirred for 2.5 h. It was cooled to r.t. and diluted with 2 ml of EtOAc. It was stirred for 10 min that resulted precipitation of the desired product. Then 2 mL of water was added and it was stirred for additional 10 min followed by addition of ...